Dataset: the Open Reaction Database (ORD), a public repository of structured organic reaction records. Task: describe an organic reaction: reactants, conditions, products, and yield The reactants are C([C@@H](O)C)(=O)OCC (ethyl L-(+)-lactate), FC(C=1C=C(C=CC1)CC#N)(F)F (m-trifluoromethylphenylacetonitrile), [Na] (sodium), Cl (hydrochloric acid). Solvent: C(C)O (ethanol), O (water), C(C)O (ethanol), ether petroleum ether. Yields the product CC1OC(=C(C1=O)C1=CC(=CC=C1)C(F)(F)F)N (2-Methyl-3-oxo-4-(3-trifluoromethylphenyl)-5-amino-2,3-dihydrofuran). Yield: 18.3%. As a reaction SMILES: [Na].[C:2](OCC)(=[O:6])[C@H:3]([CH3:5])[OH:4].[F:10][C:11]([F:22])([F:21])[C:12]1[CH:13]=[C:14]([CH2:18][C:19]#[N:20])[CH:15]=[CH:16][CH:17]=1.Cl>C(O)C.O>[CH3:5][CH:3]1[C:2](=[O:6])[C:18]([C:14]2[CH:15]=[CH:16][CH:17]=[C:12]([C:11]([F:21])([F:22])[F:10])[CH:13]=2)=[C:19]([NH2:20])[O:4]1 |^1:0|. Procedure: A dry, 500-ml, three-neck, round-bottom flask equipped with a mechanical stirrer, addition funnel and a reflux condenser was charged with 100 ml of ethanol. To the stirred solvent were added 3.5 g of sodium. After all the metal had dissolved, a solution of 13.0 g of ethyl L-(+)-lactate and 18.5 g of m-trifluoromethylphenylacetonitrile in 30 ml of ethanol was added dropwise to the reaction mixture. The mixture became a deep red and after the addition was complete, the mixture was heated at reflux...